From a dataset of the Open Reaction Database (ORD), a public repository of structured organic reaction records. describe an organic reaction: reactants, conditions, products, and yield Reactants: ClC1=CC=C(C(=O)Cl)C=C1 (p-chlorobenzoyl chloride), COC1=CC=C(C=C1)C=1OC2=C(C1)C=CC=C2 (2-p-methoxyphenylbenzofuran). Yields the product ClC1=CC=C(C(=O)C2=C(OC3=C2C=CC=C3)C3=CC=C(C=C3)OC)C=C1 (3-p-chlorobenzoyl-2-p-methoxyphenylbenzofuran). As a reaction SMILES: [Cl:1][C:2]1[CH:10]=[CH:9][C:5]([C:6](Cl)=[O:7])=[CH:4][CH:3]=1.[CH3:11][O:12][C:13]1[CH:18]=[CH:17][C:16]([C:19]2[O:20][C:21]3[CH:27]=[CH:26][CH:25]=[CH:24][C:22]=3[CH:23]=2)=[CH:15][CH:14]=1>>[Cl:1][C:2]1[CH:10]=[CH:9][C:5]([C:6]([C:23]2[C:22]3[CH:24]=[CH:25][CH:26]=[CH:27][C:21]=3[O:20][C:19]=2[C:16]2[CH:17]=[CH:18][C:13]([O:12][CH3:11])=[CH:14][CH:15]=2)=[O:7])=[CH:4][CH:3]=1. Procedure details: Reaction of p-chlorobenzoyl chloride with 2-p-methoxyphenylbenzofuran gave 3-p-chlorobenzoyl-2-p-methoxyphenylbenzofuran. Reactants: Cc1c(O)cccc1Br, [BH3-]C#N, CC(N)(CO)CO, CCO, Cl, [Na+], O, O, Cc1ccc(S(=O)(=O)O)cc1, O=Cc1cc2ccccc2c2ccccc12. Yields the product Cl, CC(CO)(CO)NCc1cc2ccccc2c2ccccc12. As a reaction SMILES: [Br:40][c:41]1[cH:42][cH:43][cH:44][c:45]([OH:46])[c:47]1[CH3:48].[C:36]([BH3-:37])#[N:38].[CH3:17][C:18]([CH2:19][OH:20])([CH2:21][OH:22])[NH2:23].[CH3:50][CH2:51][OH:52].[ClH:49].[Na+:39].[OH2:35].[OH2:53].[c:24]1([CH3:25])[cH:26][cH:27][c:28]([S:29]([OH:30])(=[O:31])=[O:32])[cH:33][cH:34]1.[cH:1]1[cH:2][cH:3][cH:4][c:5]2[c:6]3[cH:7][cH:8][cH:9][cH:10][c:11]3[c:12]([CH:15]=[O:16])[cH:13][c:14]12>>[ClH:49].[cH:1]1[cH:2][cH:3][cH:4][c:5]2[c:6]3[cH:7][cH:8][cH:9][cH:10][c:11]3[c:12]([CH2:15][NH:23][C:18]([CH3:17])([CH2:19][OH:20])[CH2:21][OH:22])[cH:13][c:14]12.